From a dataset of the Open Reaction Database (ORD), a public repository of structured organic reaction records. describe an organic reaction: reactants, conditions, products, and yield Reactants: CC1=NC=2CC(CC(C2C(=C1)C)=O)C1=NC=CC=C1 (2,4-dimethyl-7-(2-pyridyl)-5,6,7,8-tetrahydroquinolin-5-one), C(=N)(N)NN.Cl (aminoguanidine hydrochloride), Cl (hydrochloric acid), O (water). Solvent: C(C)O (ethanol). Product: Cl.N(C(=N)N)N=C1C=2C(=CC(=NC2CC(C1)C1=NC=CC=C1)C)C (5-guanidinoimino-2,4-dimethyl-7-(2-pyridyl)-5,6,7,8-tetrahydroquinoline hydrochloride). The yield is 91.5%. RXN SMILES: [CH3:1][C:2]1[CH:11]=[C:10]([CH3:12])[C:9]2[C:8](=O)[CH2:7][CH:6]([C:14]3[CH:19]=[CH:18][CH:17]=[CH:16][N:15]=3)[CH2:5][C:4]=2[N:3]=1.[C:20]([NH:23][NH2:24])([NH2:22])=[NH:21].[ClH:25].Cl.O>C(O)C>[ClH:25].[NH:23]([N:24]=[C:8]1[CH2:7][CH:6]([C:14]2[CH:19]=[CH:18][CH:17]=[CH:16][N:15]=2)[CH2:5][C:4]2[N:3]=[C:2]([CH3:1])[CH:11]=[C:10]([CH3:12])[C:9]1=2)[C:20]([NH2:22])=[NH:21] |f:1.2,6.7|. Reported procedure: A mixture of 2,4-dimethyl-7-(2-pyridyl)-5,6,7,8-tetrahydroquinolin-5-one (0.08 g), aminoguanidine hydrochloride (0.037 g), concentrated hydrochloric acid (0.079 ml), water (0.079 ml) and ethanol (10 ml) was refluxed for 7 hours. Under reduced pressure, the solvent was evaporated, and the residue was dissolved in water. The solution was washed with ethyl acetate. Under reduced pressure, the solvent was evaporated, and the residue was recrystallized from water-ethanol to give 5-guanidinoimino-2,4-... As a reaction SMILES: [C:1]([CH3:2])(=[O:3])[N:4]1[CH:5]([C:10](=[O:11])[OH:12])[CH2:6][CH:7]([OH:9])[CH2:8]1.[CH:13]1([N:14]=[C:15]=[N:16][CH:17]2[CH2:18][CH2:19][CH2:20][CH2:21][CH2:22]2)[CH2:23][CH2:24][CH2:25][CH2:26][CH2:27]1.[CH:66]([N:67]([CH2:68][CH3:69])[CH:70]([CH3:71])[CH3:72])([CH3:73])[CH3:74].[Cl:75][CH2:76][Cl:77].[ClH:38].[ClH:39].[N:40]1([c:46]2[c:47]([F:65])[cH:48][c:49]([N:52]3[C:53](=[O:64])[O:54][CH:55]([CH2:57][O:58][c:59]4[n:60][o:61][cH:62][cH:63]4)[CH2:56]3)[cH:50][cH:51]2)[CH2:41][CH2:42][NH:43][CH2:44][CH2:45]1.[O:78]=[CH:79][N:80]([CH3:81])[CH3:82].[OH:28][n:29]1[c:30]2[cH:31][cH:32][cH:33][cH:34][c:35]2[n:36][n:37]1>>[C:1]([CH3:2])(=[O:3])[N:4]1[CH:5]([C:10](=[O:12])[N:43]2[CH2:42][CH2:41][N:40]([c:46]3[c:47]([F:65])[cH:48][c:49]([N:52]4[C:53](=[O:64])[O:54][CH:55]([CH2:57][O:58][c:59]5[n:60][o:61][cH:62][cH:63]5)[CH2:56]4)[cH:50][cH:51]3)[CH2:45][CH2:44]2)[CH2:6][CH:7]([OH:9])[CH2:8]1. Yields the product CC(=O)N1CC(O)CC1C(=O)N1CCN(c2ccc(N3CC(COc4ccon4)OC3=O)cc2F)CC1. Reactants: CC(=O)N1CC(O)CC1C(=O)O, C(=NC1CCCCC1)=NC1CCCCC1, CCN(C(C)C)C(C)C, ClCCl, Cl, Cl, O=C1OC(COc2ccon2)CN1c1ccc(N2CCNCC2)c(F)c1, CN(C)C=O, On1nnc2ccccc21. Starting materials: OCC(C)(C)C1=CC(=NO1)NC(=O)NC1=CC=C(C=C1)C=1N=C2SC3=C(N2C1)C=CC(=C3)OCCN3CCOCC3 (1-[5-(2-hydroxy-1,1-dimethyl-ethyl)-isoxazol-3-yl]-3-{4-[7-(2-morpholin-4-yl-ethoxy)-benzo[d]imidazo[2,1-b]thiazol-2-yl]-phenyl}-urea), CC(=O)OI1(C=2C=CC=CC2C(=O)O1)(OC(=O)C)OC(=O)C (Dess-Martin periodinane). Solvent: ClCCl (dichloromethane). Yields the product CC(C=O)(C)C1=CC(=NO1)NC(=O)NC1=CC=C(C=C1)C=1N=C2SC3=C(N2C1)C=CC(=C3)OCCN3CCOCC3 (1-[5-(1,1-dimethyl-2-oxo-ethyl)-isoxazol-3-yl]-3-{4-[7-(2-morpholin-4-yl-ethoxy)-benzo[d]imidazo[2,1-b]thiazol-2-yl]-phenyl}-urea). Reaction SMILES: [OH:1][CH2:2][C:3]([C:6]1[O:10][N:9]=[C:8]([NH:11][C:12]([NH:14][C:15]2[CH:20]=[CH:19][C:18]([C:21]3[N:22]=[C:23]4[N:27]([CH:28]=3)[C:26]3[CH:29]=[CH:30][C:31]([O:33][CH2:34][CH2:35][N:36]5[CH2:41][CH2:40][O:39][CH2:38][CH2:37]5)=[CH:32][C:25]=3[S:24]4)=[CH:17][CH:16]=2)=[O:13])[CH:7]=1)([CH3:5])[CH3:4].CC(OI1(OC(C)=O)(OC(C)=O)OC(=O)C2C=CC=CC1=2)=O>ClCCl>[CH3:5][C:3]([C:6]1[O:10][N:9]=[C:8]([NH:11][C:12]([NH:14][C:15]2[CH:16]=[CH:17][C:18]([C:21]3[N:22]=[C:23]4[N:27]([CH:28]=3)[C:26]3[CH:29]=[CH:30][C:31]([O:33][CH2:34][CH2:35][N:36]5[CH2:37][CH2:38][O:39][CH2:40][CH2:41]5)=[CH:32][C:25]=3[S:24]4)=[CH:19][CH:20]=2)=[O:13])[CH:7]=1)([CH3:4])[CH:2]=[O:1]. Procedure details: A mixture of 1-[5-(2-hydroxy-1,1-dimethyl-ethyl)-isoxazol-3-yl]-3-{4-[7-(2-morpholin-4-yl-ethoxy)-benzo[d]imidazo[2,1-b]thiazol-2-yl]-phenyl}-urea (I-1) (1 equivalent) and Dess-Martin periodinane (1-1.5 equivalents) in anhydrous dichloromethane is stirred at rt until the reaction is substantially complete as monitored by LCMS or TLC. The mixture is filtered through Celite and the filtrate is concentrated under reduced pressure. The residue is purified by silica gel flash chromatography to afford... Reactants: COC(=O)C1CCCN1, CO, ClCCl, Cl, CC(NC(=O)Cc1cc(F)cc(F)c1)C(=O)O. Product: COC(=O)C1CCCN1C(=O)C(C)NC(=O)Cc1cc(F)cc(F)c1. As a reaction SMILES: [CH3:19][O:20][C:21]([CH:22]1[NH:23][CH2:24][CH2:25][CH2:26]1)=[O:27].[CH3:28][OH:29].[Cl:30][CH2:31][Cl:32].[ClH:18].[F:1][c:2]1[cH:3][c:4]([CH2:9][C:10](=[O:11])[NH:12][CH:13]([CH3:14])[C:15](=[O:16])[OH:17])[cH:5][c:6]([F:8])[cH:7]1>>[F:1][c:2]1[cH:3][c:4]([CH2:9][C:10](=[O:11])[NH:12][CH:13]([CH3:14])[C:15](=[O:17])[N:23]2[CH:22]([C:21]([O:20][CH3:19])=[O:27])[CH2:26][CH2:25][CH2:24]2)[cH:5][c:6]([F:8])[cH:7]1.